This data is from the Open Reaction Database (ORD), a public repository of structured organic reaction records. The task is: describe an organic reaction: reactants, conditions, products, and yield The reactants are Cl.ClC1=CC=C(C=C1)C=1N=C2N(C=C(C=C2)C)C1CN(C(CC(C)C)=O)C (N-[{2-(4-chlorophenyl)-6-methylimidazo[1,2-a]pyridin-3-yl}methyl]-N,3-dimethylbutanamide hydrochloride). The reagents and catalysts are [Rh] (rhodium on alumina). Solvent: C(C)(C)O (isopropyl alcohol), C(C)(=O)O (acetic acid), Cl (hydrogen chloride). Yields the product Cl.ClC1=CC=C(C=C1)C=1N=C2N(CC(CC2)C)C1CN(C(CC(C)C)=O)C (N-[{2-(4-Chlorophenyl)-6-methyl-5,6,7,8-tetrahydroimidazo[1,2-a]pyridin-3-yl}methyl]-N,3-dimethylbutanamide hydrochloride). The yield is 93.3%. As a reaction SMILES: Cl.[Cl:2][C:3]1[CH:8]=[CH:7][C:6]([C:9]2[N:10]=[C:11]3[CH:16]=[CH:15][C:14]([CH3:17])=[CH:13][N:12]3[C:18]=2[CH2:19][N:20]([CH3:27])[C:21](=[O:26])[CH2:22][CH:23]([CH3:25])[CH3:24])=[CH:5][CH:4]=1>C(O)(=O)C.Cl.C(O)(C)C.[Rh]>[ClH:2].[Cl:2][C:3]1[CH:8]=[CH:7][C:6]([C:9]2[N:10]=[C:11]3[CH2:16][CH2:15][CH:14]([CH3:17])[CH2:13][N:12]3[C:18]=2[CH2:19][N:20]([CH3:27])[C:21](=[O:26])[CH2:22][CH:23]([CH3:24])[CH3:25])=[CH:5][CH:4]=1 |f:0.1,6.7|. Procedure: 3 g (8.1 mmol) of N-[{2-(4-chlorophenyl)-6-methylimidazo[1,2-a]pyridin-3-yl}methyl]-N,3-dimethylbutanamide hydrochloride is dissolved in 200 ml of acetic acid, 0.7 g of rhodium on alumina (5% rhodium) is added and the mixture is hydrogenated under a pressure of approximately 0.35 MPa (50 PSI) until absorption is complete. The catalyst is removed by filtration and the solvent evaporated off under reduced pressure. The residue is taken up with dichloromethane and the solution washed with bicarbona... The reactants are Cc1cccc(Nc2ncnc3[nH]ccc23)c1, CC(=O)Cl, CC#N, [H-], [Na+]. Product: CC(=O)n1ccc2c(Nc3cccc(C)c3)ncnc21. RXN SMILES: [CH3:1][c:2]1[cH:3][c:4]([NH:8][c:9]2[c:10]3[c:11]([n:12][cH:13][n:14]2)[nH:15][cH:16][cH:17]3)[cH:5][cH:6][cH:7]1.[CH3:20][C:21]([Cl:22])=[O:23].[CH3:24][C:25]#[N:26].[H-:18].[Na+:19]>>[CH3:1][c:2]1[cH:3][c:4]([NH:8][c:9]2[c:10]3[c:11]([n:12][cH:13][n:14]2)[n:15]([C:21]([CH3:20])=[O:23])[cH:16][cH:17]3)[cH:5][cH:6][cH:7]1. Reaction conditions: temperature 170 celsius. Procedure: Into a 300 ml nickel autoclave was charged cinnamyl alcohol (50.0 g, 0.373 mol), sodium hydroxide (34.59 g, 0.432 mol) Raney copper containing about 70 ppm molybdenum (12.81 g copper suspended in 48.6 g water) and water (75 g). The autoclave was sealed and purged with nitrogen. The autoclave was heated under pressure to 170° C. for about 18 hours. The reaction products were filtered and the basic filtrate was extracted with diethyl ether. The aqueous phase was acidified and extracted with ether.... Reagents/catalysts: [Ni] (nickel), [Cu] (copper), [Mo] (molybdenum). Starting materials: C(C=CC1=CC=CC=C1)O (cinnamyl alcohol), [OH-].[Na+] (sodium hydroxide), O (water). Yields the product C1(=CC=CC=C1)CCC(=O)[O-] (3-phenylpropionate), C1(=CC=CC=C1)CCCO (3-phenylpropanol), C(C1=CC=CC=C1)(=O)[O-] (benzoate). As a reaction SMILES: [CH2:1]([OH:10])[CH:2]=[CH:3][C:4]1[CH:9]=[CH:8][CH:7]=[CH:6][CH:5]=1.[OH-:11].[Na+].[OH2:13]>[Ni].[Cu].[Mo]>[C:4]1([CH2:3][CH2:2][C:1]([O-:11])=[O:10])[CH:9]=[CH:8][CH:7]=[CH:6][CH:5]=1.[C:4]1([CH2:3][CH2:2][CH2:1][OH:10])[CH:9]=[CH:8][CH:7]=[CH:6][CH:5]=1.[C:3]([O-:13])(=[O:11])[C:4]1[CH:9]=[CH:8][CH:7]=[CH:6][CH:5]=1 |f:1.2|. Isolated yield 8.0%. The reactants are C([O-])(O)=O.[Na+] (sodium bicarbonate), N1CCOCC1 (Morpholine), BrC1(SC=CC1)C=O (2-bromothiophene carboxaldehyde), C(C)(=O)O[BH-](OC(C)=O)OC(C)=O.[Na+] (sodium triacetoxyborohydride). Solvent: O1CCCC1 (tetrahydrofuran). Conditions: time 5 minute. The product is BrC1=CC=C(S1)CN1CCOCC1 (4-(5-Bromothien-2-ylmethyl)morpholine). Yield: 148.8%. As a reaction SMILES: [NH:1]1[CH2:6][CH2:5][O:4][CH2:3][CH2:2]1.[Br:7][C:8]1(C=O)[CH2:12][CH:11]=C[S:9]1.C(O[BH-](O[C:25](=O)[CH3:26])OC(=O)C)(=O)C.[Na+].C(=O)(O)[O-].[Na+]>O1CCCC1>[Br:7][C:8]1[S:9][C:25]([CH2:26][N:1]2[CH2:6][CH2:5][O:4][CH2:3][CH2:2]2)=[CH:11][CH:12]=1 |f:2.3,4.5|. Procedure details: Morpholine (0.96 g) was added portionwise to a solution of 2-bromothiophene carboxaldehyde (1.195 g) in tetrahydrofuran (50 ml). After stirring at room temperature for 5 minutes, sodium triacetoxyborohydride (3.18 g) was added and the mixture stirred at room temperature for a further 3 h. The mixture was added to saturated aqueous sodium bicarbonate (100 ml) and extracted twice with ethyl acetate. The combined extracts were evapourated to dryness. The product was purified by column chromatograph... The reactants are ClC1=C(C=C(C=C1)NC(C1=CC(=C(C=C1)CS(=O)(=O)C)O)=O)C1=NC=CC=C1 (N-(4-chloro-3-(pyridin-2-yl)phenyl)-3-hydroxy-4-(methylsulfonylmethyl)benzamide), BrCC(C)C (1-bromo-2-methylpropane). Product: ClC1=C(C=C(C=C1)NC(C1=CC(=C(C=C1)CS(=O)(=O)C)OCC(C)C)=O)C1=NC=CC=C1 (N-(4-chloro-3-(pyridin-2-yl)phenyl)-3-isobutoxy-4-(methylsulfonylmethyl)benzamide). Yield: 33.5%. RXN SMILES: [Cl:1][C:2]1[CH:7]=[CH:6][C:5]([NH:8][C:9](=[O:22])[C:10]2[CH:15]=[CH:14][C:13]([CH2:16][S:17]([CH3:20])(=[O:19])=[O:18])=[C:12]([OH:21])[CH:11]=2)=[CH:4][C:3]=1[C:23]1[CH:28]=[CH:27][CH:26]=[CH:25][N:24]=1.Br[CH2:30][CH:31]([CH3:33])[CH3:32]>>[Cl:1][C:2]1[CH:7]=[CH:6][C:5]([NH:8][C:9](=[O:22])[C:10]2[CH:15]=[CH:14][C:13]([CH2:16][S:17]([CH3:20])(=[O:19])=[O:18])=[C:12]([O:21][CH2:30][CH:31]([CH3:33])[CH3:32])[CH:11]=2)=[CH:4][C:3]=1[C:23]1[CH:28]=[CH:27][CH:26]=[CH:25][N:24]=1. Reported procedure: N-(4-chloro-3-(pyridin-2-yl)phenyl)-3-hydroxy-4-(methylsulfonylmethyl)benzamide (50 mg, 0.12 mmol) was treated with 1-bromo-2-methylpropane (26 μl, 0.24 mmol) via procedure U to yield 19 mg of N-(4-chloro-3-(pyridin-2-yl)phenyl)-3-isobutoxy-4-(methylsulfonylmethyl)benzamide. MS (Q1) 473 (M)+.